Dataset: the Open Reaction Database (ORD), a public repository of structured organic reaction records. Task: describe an organic reaction: reactants, conditions, products, and yield Starting materials: O (water), COC(CC1=NC(=C(C(=N1)Cl)F)OC)=O ((4-chloro-5-fluoro-6-methoxypyrimidin-2-yl)acetic acid methyl ester), N1CCOCC1 (morpholine), C(C)(=O)OCC (ethyl acetate). Product: COC(CC1=NC(=C(C(=N1)OC)F)N1CCOCC1)=O ((5-fluoro-4-methoxy-6-morpholin-4-ylpyrimidin-2-yl)acetic acid methyl ester). Reaction SMILES: [CH3:1][O:2][C:3](=[O:15])[CH2:4][C:5]1[N:10]=[C:9](Cl)[C:8]([F:12])=[C:7]([O:13][CH3:14])[N:6]=1.O.C(OCC)(=O)C.[NH:23]1[CH2:28][CH2:27][O:26][CH2:25][CH2:24]1>>[CH3:1][O:2][C:3](=[O:15])[CH2:4][C:5]1[N:6]=[C:7]([O:13][CH3:14])[C:8]([F:12])=[C:9]([N:23]2[CH2:28][CH2:27][O:26][CH2:25][CH2:24]2)[N:10]=1. Reported procedure: A solution of 8.36 g of (4-chloro-5-fluoro-6-methoxypyrimidin-2-yl)acetic acid methyl ester in 76 ml of morpholine is stirred at ambient temperature for one and a half hours. The reaction medium is concentrated under reduced pressure. The residue obtained is taken up with 50 ml of water and 200 ml of ethyl acetate. After settling out, the organic phase is dried over magnesium sulfate, filtered, and then concentrated under reduced pressure, so as to give 8.86 g of (5-fluoro-4-methoxy-6-morpholin-... Starting materials: C(C)#N (Acetonitrile), O (water), C(#N)C1=C(C=CC=C1)C=1C=C2C=CN(C2=CC1)C(CCCC)C1=CC=C(C=C1)C(F)(F)F (5-(2-Cyanophenyl)-1-[1-(4-trifluoromethylphenyl)-1pentyl]indole). Solvent: C(C)(=O)O (acetic acid). Reaction conditions: temperature 95 celsius. Product: FC(C1=CC=C(C=C1)C(CCCC)N1C=CC2=CC=CC=C12)(F)F (1-[1-(4- trifluoromethylphenyl)-1-pentyl]indole). Reaction SMILES: C(C1C=CC=CC=1[C:9]1[CH:10]=[C:11]2[C:15](=[CH:16][CH:17]=1)[N:14]([CH:18]([C:23]1[CH:28]=[CH:27][C:26]([C:29]([F:32])([F:31])[F:30])=[CH:25][CH:24]=1)[CH2:19][CH2:20][CH2:21][CH3:22])[CH:13]=[CH:12]2)#N.C(#N)C.O>C(O)(=O)C>[F:32][C:29]([F:30])([F:31])[C:26]1[CH:27]=[CH:28][C:23]([CH:18]([N:14]2[C:15]3[C:11](=[CH:10][CH:9]=[CH:17][CH:16]=3)[CH:12]=[CH:13]2)[CH2:19][CH2:20][CH2:21][CH3:22])=[CH:24][CH:25]=1. Procedure details: 5-(2-Cyanophenyl)-1-[1-(4-trifluoromethylphenyl)-1pentyl]indole (1.9 moles, 800 mg) was dissolved in 2.0 g of tributyltinazide and heated at 95° C. for 24 hours. The solution was cooled. Acetonitrile, water, and acetic acid (50 ml of 8:1:1) were added. The acetonitrile solution was washed with hexane, concentrated, diluted with ethyl acetate, washed with water, dried over sodium sulfate and concentrated. The product was chromatographed on silica gel eluted with ethyl acetate to yield 120 mg of 5... Starting materials: [Co] (cobalt), [Co](Cl)Cl (cobalt chloride), CC(C)C1=CC2=CCC3C(C2CC1)(CCCC3(C)C(=O)O)C (resin acid), [Na] (sodium). Yields the product CC(C)C1=CC2=CCC3C(C2CC1)(CCCC3(C)C(=O)[O-])C.CC(C)C1=CC2=CCC3C(C2CC1)(CCCC3(C)C(=O)[O-])C.[Co+2] (cobalt resinate). RXN SMILES: [Co].[Co:2](Cl)Cl.[CH3:5][CH:6]([C:8]1[CH2:17][CH2:16][CH:15]2[C:10](=[CH:11][CH2:12][CH:13]3[C:21]([C:23]([OH:25])=[O:24])([CH3:22])[CH2:20][CH2:19][CH2:18][C:14]32[CH3:26])[CH:9]=1)[CH3:7].[Na]>>[CH3:7][CH:6]([C:8]1[CH2:17][CH2:16][CH:15]2[C:10](=[CH:11][CH2:12][CH:13]3[C:21]([C:23]([O-:25])=[O:24])([CH3:22])[CH2:20][CH2:19][CH2:18][C:14]32[CH3:26])[CH:9]=1)[CH3:5].[CH3:7][CH:6]([C:8]1[CH2:17][CH2:16][CH:15]2[C:10](=[CH:11][CH2:12][CH:13]3[C:21]([C:23]([O-:25])=[O:24])([CH3:22])[CH2:20][CH2:19][CH2:18][C:14]32[CH3:26])[CH:9]=1)[CH3:5].[Co+2:2] |f:4.5.6,^1:26|. Procedure details: A cobalt salt of a monovalent acid, for instance, an aqueous solution of cobalt chloride, is added to a metal salt of a resin acid, for instance, aqueous solution of sodium gum rosinate at a temperature of not more than 50° C. to proceed the metathetical reaction, thereby producing the cobalt resinate. The resulting metal salt is precipitated without performing extraction with a solvent and separated through mechanical way such as a centrifugal separation or filter press. The resulting cobalt re... Starting materials: O.N1C(=O)NC(=O)C(=O)C1=O (Alloxan hydrate), CN1C=CC2=CC=CC=C12 (1-methylindole). Solvent: C(C)O (ethanol). Product: OC1(C(NC(NC1=O)=O)=O)C1=CN(C2=CC=CC=C12)C (5-Hydroxy-5-(1-methyl-3-indolyl)-2,4,6-(1H,3H,5H)pyrimidinetrione). Reaction SMILES: O.[NH:2]1[C:10](=[O:11])[C:8](=[O:9])[C:6](=[O:7])[NH:5][C:3]1=[O:4].[CH3:12][N:13]1[C:21]2[C:16](=[CH:17][CH:18]=[CH:19][CH:20]=2)[CH:15]=[CH:14]1>C(O)C>[OH:9][C:8]1([C:15]2[C:16]3[C:21](=[CH:20][CH:19]=[CH:18][CH:17]=3)[N:13]([CH3:12])[CH:14]=2)[C:6](=[O:7])[NH:5][C:3](=[O:4])[NH:2][C:10]1=[O:11] |f:0.1|. Procedure: Alloxan hydrate (1.6 g., 0.01 mole) 1-methylindole (1.3 g., 0.01 mole) and ethanol (50 ml.) was combined and the mixture refluxed for 0.5 hour, then concentrated to half-volume, diluted with water and the resulting product recovered by filtration [2.7 g., Rf 0.5 (1:1 ethyl acetate:hexane/5% acetic acid)].